Dataset: the Open Reaction Database (ORD), a public repository of structured organic reaction records. Task: describe an organic reaction: reactants, conditions, products, and yield Reactants: methanolic solution, C[O-].[Na+] (sodium methoxide), ClC=1N=NC=CC1C=1C(=NN2C1C=CC=C2)C2=CC=CC=C2 (3-(3-chloropyridazin-4-yl)-2-phenylpyrazolo[1.5-a]pyridine). The product is COC=1N=NC=CC1C=1C(=NN2C1C=CC=C2)C2=CC=CC=C2 (3-(3-methoxypyridazin-4-yl)-2-phenylpyrazolo[1,5-a]pyridine). Reaction SMILES: [CH3:1][O-:2].[Na+].Cl[C:5]1[N:6]=[N:7][CH:8]=[CH:9][C:10]=1[C:11]1[C:12]([C:20]2[CH:25]=[CH:24][CH:23]=[CH:22][CH:21]=2)=[N:13][N:14]2[CH:19]=[CH:18][CH:17]=[CH:16][C:15]=12>>[CH3:1][O:2][C:5]1[N:6]=[N:7][CH:8]=[CH:9][C:10]=1[C:11]1[C:12]([C:20]2[CH:25]=[CH:24][CH:23]=[CH:22][CH:21]=2)=[N:13][N:14]2[CH:19]=[CH:18][CH:17]=[CH:16][C:15]=12 |f:0.1|. Reported procedure: To a 28% methanolic solution of sodium methoxide (3 ml) was added 3-(3-chloropyridazin-4-yl)-2-phenylpyrazolo[1.5-a]pyridine (0.61 g). The mixture was refluxed for an hour and evaporated in vacuo. The residue was dissolved in chloroform (20 ml). The chloroform solution was washed with water (5 ml) and a saturated aqueous solution of sodium chloride (5 ml) and dried over magnesium sulfate. The solvent was removed and chromatographed on silica gel (10 g) with n-hexane-ethyl acetate as an eluent. T... Yield: 76.3%. Starting materials: BrC1=C(C=CC(=C1)F)C1C(=C(NC(=N1)C=1SC=CN1)CN1C(COCC1)C(=O)O)C(=O)OCC (((6-(2-bromo-4-fluorophenyl)-5-(ethoxycarbonyl)-2-(thiazol-2-yl)-3,6-dihydropyrimidin-4-yl)methyl)morpholine-3-carboxylic acid), Cl.CON (O-methylhydroxylamine hydrochloride), CCN=C=NCCCN(C)C.Cl (EDC.HCl), C1=CC2=C(N=C1)N(N=N2)O (HOAt), TEA. Reported procedure: A mixture of (3S)-4-(((6-(2-bromo-4-fluorophenyl)-5-(ethoxycarbonyl)-2-(thiazol-2-yl)-3,6-dihydropyrimidin-4-yl)methyl)morpholine-3-carboxylic acid (0.5 g, 0.9 mmol), O-methylhydroxylamine hydrochloride (0.2 g, 2.25 mmol), EDC.HCl (1 g, 5.2 mmol), HOAt (1 g, 7.3 mmol) and TEA (1.45 g, 14.3 mmol) in DCM (30 mL) was stirred at 0 t for 1 hour. Then the mixture was warmed to 25° C. and stirred for another 10 hours. The mixture was concentrated in vacuo and the residue was purified by a silica gel co... The product is BrC1=C(C=CC(=C1)F)C1N=C(NC(=C1C(=O)OCC)CN1[C@@H](COCC1)C(NOC)=O)C=1SC=CN1 (Ethyl 4-(2-bromo-4-fluorophenyl)-6-(((S)-3-(methoxycarbamoyl)morpholino)methyl)-2-(thiazol-2-yl)-1,4-dihydropyrimidine-5-carboxylate). Reaction conditions: temperature 25 celsius, time 1 hour. Reaction SMILES: [Br:1][C:2]1[CH:7]=[C:6]([F:8])[CH:5]=[CH:4][C:3]=1[CH:9]1[N:14]=[C:13]([C:15]2[S:16][CH:17]=[CH:18][N:19]=2)[NH:12][C:11]([CH2:20][N:21]2[CH2:26][CH2:25][O:24][CH2:23][CH:22]2[C:27](O)=[O:28])=[C:10]1[C:30]([O:32][CH2:33][CH3:34])=[O:31].Cl.[CH3:36][O:37][NH2:38].CCN=C=NCCCN(C)C.Cl.C1C=NC2N(O)N=NC=2C=1>C(Cl)Cl>[Br:1][C:2]1[CH:7]=[C:6]([F:8])[CH:5]=[CH:4][C:3]=1[CH:9]1[C:10]([C:30]([O:32][CH2:33][CH3:34])=[O:31])=[C:11]([CH2:20][N:21]2[CH2:26][CH2:25][O:24][CH2:23][C@H:22]2[C:27](=[O:28])[NH:38][O:37][CH3:36])[NH:12][C:13]([C:15]2[S:16][CH:17]=[CH:18][N:19]=2)=[N:14]1 |f:1.2,3.4|. Run in C(Cl)Cl (DCM). Starting materials: CC(=O)[O-], CON, CCO, CC(=O)CCC(=O)N(C)c1nnc(-c2cccnc2)s1, Cl, [Na+]. Yields the product CON=C(C)CCC(=O)N(C)c1nnc(-c2cccnc2)s1. RXN SMILES: [CH3:26][C:27](=[O:28])[O-:29].[CH3:2][O:3][NH2:4].[CH3:30][CH2:31][OH:32].[CH3:5][N:6]([C:7]([CH2:8][CH2:9][C:10]([CH3:11])=[O:12])=[O:13])[c:14]1[s:15][c:16](-[c:19]2[cH:20][n:21][cH:22][cH:23][cH:24]2)[n:17][n:18]1.[ClH:1].[Na+:25]>>[CH3:2][O:3][N:4]=[C:10]([CH2:9][CH2:8][C:7]([N:6]([CH3:5])[c:14]1[s:15][c:16](-[c:19]2[cH:20][n:21][cH:22][cH:23][cH:24]2)[n:17][n:18]1)=[O:13])[CH3:11].